Dataset: the Open Reaction Database (ORD), a public repository of structured organic reaction records. Task: describe an organic reaction: reactants, conditions, products, and yield The reactants are N1(N=CN=C1)C1=CC=C(C=C1)O (4-[1,2,4]triazol-1-yl-phenol), ClC1=C(OCCCOS(=O)(=O)C)C(=CC(=C1)OCC=C(Cl)Cl)Cl (methanesulfonic acid 3-[2,6-dichloro-4-(3,3-dichloro-allyloxy)-phenoxy]-propyl ester), C([O-])([O-])=O.[K+].[K+] (potassium carbonate). Solvent: CN(C=O)C (dimethylformamide). The product is ClC1=C(OCCCOC2=CC=C(C=C2)N2N=CN=C2)C(=CC(=C1)OCC=C(Cl)Cl)Cl (1-(4-{3-[2,6-dichloro-4-(3,3-dichloro-allyloxy)-phenoxy]-propoxy}-phenyl)-1H-[1,2,4]triazole), compound 1.9. Reaction SMILES: [N:1]1([C:6]2[CH:11]=[CH:10][C:9]([OH:12])=[CH:8][CH:7]=2)[CH:5]=[N:4][CH:3]=[N:2]1.[Cl:13][C:14]1[CH:28]=[C:27]([O:29][CH2:30][CH:31]=[C:32]([Cl:34])[Cl:33])[CH:26]=[C:25]([Cl:35])[C:15]=1[O:16][CH2:17][CH2:18][CH2:19]OS(C)(=O)=O.C(=O)([O-])[O-].[K+].[K+]>CN(C)C=O>[Cl:13][C:14]1[CH:28]=[C:27]([O:29][CH2:30][CH:31]=[C:32]([Cl:34])[Cl:33])[CH:26]=[C:25]([Cl:35])[C:15]=1[O:16][CH2:17][CH2:18][CH2:19][O:12][C:9]1[CH:8]=[CH:7][C:6]([N:1]2[CH:5]=[N:4][CH:3]=[N:2]2)=[CH:11][CH:10]=1 |f:2.3.4|. Procedure: 125 mg of 4-[1,2,4]triazol-1-yl-phenol, 212 mg of methanesulfonic acid 3-[2,6-dichloro-4-(3,3-dichloro-allyloxy)-phenoxy]-propyl ester and 207 mg of potassium carbonate are stirred for 24 hours at 50° C. in 4 ml of dimethylformamide. The reaction mixture is poured onto water and extracted with ethyl acetate. Concentration of the organic phase and purification over silica gel yield the title compound (compound 1.9). Reactants: C(C)(=O)OC1=C(C(=O)NC2=C(C(=O)OC)C=CC(=C2)NC(C2=C(C=CC=C2)OC(C)=O)=O)C=CC=C1 (methyl 2,4-bis(2'-acetoxybenzamido)-benzoate), C([O-])([O-])=O.[Na+].[Na+] (sodium carbonate). Yields the product C(C=1C(O)=CC=CC1)(=O)NC1=C(C(=O)OC)C=CC(=C1)NC(C=1C(O)=CC=CC1)=O (methyl 2,4-bis(salicylamido)-benzoate). Isolated yield 82.0%. As a reaction SMILES: C([O:4][C:5]1[CH:36]=[CH:35][CH:34]=[CH:33][C:6]=1[C:7]([NH:9][C:10]1[CH:19]=[C:18]([NH:20][C:21](=[O:32])[C:22]2[CH:27]=[CH:26][CH:25]=[CH:24][C:23]=2[O:28]C(=O)C)[CH:17]=[CH:16][C:11]=1[C:12]([O:14][CH3:15])=[O:13])=[O:8])(=O)C.C(=O)([O-])[O-].[Na+].[Na+]>>[C:7]([NH:9][C:10]1[CH:19]=[C:18]([NH:20][C:21](=[O:32])[C:22]2[C:23](=[CH:24][CH:25]=[CH:26][CH:27]=2)[OH:28])[CH:17]=[CH:16][C:11]=1[C:12]([O:14][CH3:15])=[O:13])(=[O:8])[C:6]1[C:5](=[CH:36][CH:35]=[CH:34][CH:33]=1)[OH:4] |f:1.2.3|. Procedure details: By the procedure similar to that described in Example 4, methyl 2,4-bis(2'-acetoxybenzamido)-benzoate was hydrolized with the aid of sodium carbonate to obtain crystals. Recrystallization of the crystals from a mixture of acetone, dioxane and water gave methyl 2,4-bis(salicylamido)-benzoate having a melting point between 259° - 260°C. (Yield: 82%)